describe an organic reaction: reactants, conditions, products, and yield From a dataset of the Open Reaction Database (ORD), a public repository of structured organic reaction records. Run in C1CCOC1 (THF), C1CCOC1 (THF). Yields the product BrC=1C=C2CCNCC2=CC1 (6-bromo-1,2,3,4-tetrahydroisoquinoline). The reactants are BrC=1C=C2CCNC(C2=CC1)=O (6-Bromo-3,4-dihydro-1(1H)-isoquinolinone), CO (MeOH). Reported procedure: A solution of 6-bromo-3,4-dihydro-1(1H)-isoquinolinone (Example 31, Step 1; 5.5 g, 1.0 mmol) in THF (25 mL) was treated with 1M BH3 in THF (5 mL, 5 mmol) and heated at reflux for 20 h. To the mixture was added MeOH (5 mL), the solvent removed and the residue heated with 2N HCl for 3 h. The reaction was cooled, made basic with aqueous NH4OH and extracted with CH2Cl2, dried and evaporated to give the title compound as a gum which was used as such. Reaction SMILES: [Br:1][C:2]1[CH:3]=[C:4]2[C:9](=[CH:10][CH:11]=1)[C:8](=O)[NH:7][CH2:6][CH2:5]2.CO>C1COCC1>[Br:1][C:2]1[CH:3]=[C:4]2[C:9](=[CH:10][CH:11]=1)[CH2:8][NH:7][CH2:6][CH2:5]2. The reactants are FC=1C(=CN(C1C=1C(=NC=CC1)F)S(=O)(=O)C1=CC(=CC=C1)CO)CN(C(OC(C)(C)C)=O)C (tert-butyl [(4-fluoro-5-(2-fluoropyridin-3-yl)-1-{[3-(hydroxymethyl)phenyl]sulfonyl}-1H-pyrrol-3-yl)methyl]methylcarbamate), C(C)(=O)OCC.Cl (hydrogen chloride-ethyl acetate), C(C)(=O)OCC (ethyl acetate). The solvent is CC(C)O (2-propanol). Reaction conditions: time 2 hour. Product: C(\C=C\C(=O)O)(=O)O.C(C)(=O)OCC1=CC(=CC=C1)S(=O)(=O)N1C(=C(C(=C1)CNC)F)C=1C(=NC=CC1)F (3-({3-fluoro-2-(2-fluoropyridin-3-yl)-4-[(methylamino)methyl]-1H-pyrrol-1-yl}sulfonyl)benzyl acetate fumarate). RXN SMILES: [F:1][C:2]1[C:3]([CH2:25][N:26](C)[C:27](=O)OC(C)(C)C)=[CH:4][N:5]([S:14]([C:17]2[CH:22]=[CH:21][CH:20]=[C:19]([CH2:23][OH:24])[CH:18]=2)(=[O:16])=[O:15])[C:6]=1[C:7]1[C:8]([F:13])=[N:9][CH:10]=[CH:11][CH:12]=1.[C:35]([O:38]CC)(=[O:37])[CH3:36].Cl.[C:42]([O:45]CC)(=[O:44])[CH3:43]>CC(O)C>[C:42]([OH:45])(=[O:44])/[CH:43]=[CH:36]/[C:35]([OH:38])=[O:37].[C:35]([O:24][CH2:23][C:19]1[CH:20]=[CH:21][CH:22]=[C:17]([S:14]([N:5]2[CH:4]=[C:3]([CH2:25][NH:26][CH3:27])[C:2]([F:1])=[C:6]2[C:7]2[C:8]([F:13])=[N:9][CH:10]=[CH:11][CH:12]=2)(=[O:16])=[O:15])[CH:18]=1)(=[O:37])[CH3:36] |f:1.2,5.6|. Procedure: To a solution of tert-butyl [(4-fluoro-5-(2-fluoropyridin-3-yl)-1-{[3-(hydroxymethyl)phenyl]sulfonyl}-1H-pyrrol-3-yl)methyl]methylcarbamate (207 mg) in ethyl acetate (3 mL) and 2-propanol (2 mL) was added 4 mol/L hydrogen chloride-ethyl acetate solution (6 mL), and the mixture was stirred at room temperature for 2 hr. The solvent was concentrated under reduced pressure, diluted with ethyl acetate, and washed with saturated aqueous sodium hydrogen carbonate solution. The separated aqueous layer w... The reactants are C(C)C(CO)=C(C1=CC=C(C=C1)F)C1=CC=C(C=C1)F (2-ethyl-3,3-bis(4-fluorophenyl)-2-propenol). Reagents/catalysts: [O-2].[O-2].[Mn+4] (manganese dioxide). Run in C(Cl)Cl (methylene chloride). Reaction conditions: time 18 hour. Product: C(C)C(C=O)=C(C1=CC=C(C=C1)F)C1=CC=C(C=C1)F (2-Ethyl-3,3-bis(4-fluorophenyl)-2-propenal). Isolated yield 99.4%. Reaction SMILES: [CH2:1]([C:3](=[C:6]([C:14]1[CH:19]=[CH:18][C:17]([F:20])=[CH:16][CH:15]=1)[C:7]1[CH:12]=[CH:11][C:10]([F:13])=[CH:9][CH:8]=1)[CH2:4][OH:5])[CH3:2]>C(Cl)Cl.[O-2].[O-2].[Mn+4]>[CH2:1]([C:3](=[C:6]([C:7]1[CH:8]=[CH:9][C:10]([F:13])=[CH:11][CH:12]=1)[C:14]1[CH:19]=[CH:18][C:17]([F:20])=[CH:16][CH:15]=1)[CH:4]=[O:5])[CH3:2] |f:2.3.4|. Reported procedure: Activated manganese dioxide (49 g) was added to a solution of 2-ethyl-3,3-bis(4-fluorophenyl)-2-propenol (7 g, 25.5 mmol) in 100 mL of methylene chloride and the mixture stirred for 18 hours. The insolubles were removed and the solution concentrated in vacuo to give 6.9 g of the title compound as an oil. MS(CI): m/e =272 for M+ of C17H14F2O.